This data is from the Open Reaction Database (ORD), a public repository of structured organic reaction records. The task is: describe an organic reaction: reactants, conditions, products, and yield The reactants are C1(=CC=CC=C1)C(=C)C1=CC=CC=C1 (1,1-diphenylethylene), resultant solution, C1CCCCC1 (cyclohexane), C(C)(CC)[Li] (sec-butyllithium). The solvent is C1(=CC=CC=C1)C (toluene), C1(=CC=CC=C1)C (toluene). Yields the product C1(=CC=CC=C1)C(CC(CC)C)(C1=CC=CC=C1)[Li] (1,1-diphenyl-3-methylpentyllithium). As a reaction SMILES: [C:1]1([C:7]([C:9]2[CH:14]=[CH:13][CH:12]=[CH:11][CH:10]=2)=[CH2:8])[CH:6]=[CH:5][CH:4]=[CH:3][CH:2]=1.[CH2:15]1[CH2:20]CC[CH2:17][CH2:16]1.C([Li:25])(CC)C>C1(C)C=CC=CC=1>[C:1]1([C:7]([Li:25])([C:9]2[CH:10]=[CH:11][CH:12]=[CH:13][CH:14]=2)[CH2:8][CH:15]([CH3:20])[CH2:16][CH3:17])[CH:6]=[CH:5][CH:4]=[CH:3][CH:2]=1. Procedure: To a 500 ml Schlenk tube, in which a magnetic stirrer chip was put, was added 2.0 g of 1,1-diphenylethylene and then the inside thereof was replaced by nitrogen. Thereto were added 190 ml of toluene and 7.7 ml of a cyclohexane solution of sec-butyllithium (concentration: 1.3 M). The resultant solution was stirred at room temperature for 2 days to conduct reaction. In this way, a toluene solution of 1,1-diphenyl-3-methylpentyllithium (DPMPLi) (concentration: 0.05 M) was obtained. Example 11 (Poly... The reactants are C(CCC)[Li] (n-Butyl lithium), C(C)(C)NC1CCCCC1 (N-isopropyl cyclohexylamine), FC(C=1C=C(COCCCCCCC=CC(CC)=O)C=C(C1)C(F)(F)F)(F)F (11-(3',5'-bistrifluoromethylbenzyloxy) undeca-4-ene-3-one), C[Si](C)(C)CC(=O)OCC (ethyl trimethylsilylacetate). The solvent is CCCCCC (hexane), O1CCCC1 (tetrahydrofuran). Conditions: time 15 minute. Yields the product FC(C=1C=C(COCCCCCCC=CC(=CC(=O)OCC)CC)C=C(C1)C(F)(F)F)(F)F (ethyl 11-(3',5'-bistrifluoromethylbenzyloxy)-3-ethyl-undeca-2, 4- dienoate). RXN SMILES: C([Li])CCC.C(NC1CCCCC1)(C)C.C[Si]([CH2:20][C:21]([O:23][CH2:24][CH3:25])=[O:22])(C)C.[F:26][C:27]([F:53])([F:52])[C:28]1[CH:29]=[C:30]([CH:45]=[C:46]([C:48]([F:51])([F:50])[F:49])[CH:47]=1)[CH2:31][O:32][CH2:33][CH2:34][CH2:35][CH2:36][CH2:37][CH2:38][CH:39]=[CH:40][C:41](=O)[CH2:42][CH3:43]>CCCCCC.O1CCCC1>[F:26][C:27]([F:52])([F:53])[C:28]1[CH:29]=[C:30]([CH:45]=[C:46]([C:48]([F:51])([F:50])[F:49])[CH:47]=1)[CH2:31][O:32][CH2:33][CH2:34][CH2:35][CH2:36][CH2:37][CH2:38][CH:39]=[CH:40][C:41]([CH2:42][CH3:43])=[CH:20][C:21]([O:23][CH2:24][CH3:25])=[O:22]. Reported procedure: n-Butyl lithium (4.99 mmol) in hexane was added to N-isopropyl cyclohexylamine (0.69 g, 4.88 mmol, Aldrich Chem Co.) in dry tetrahydrofuran (20 ml) at -78° under nitrogen. After 15 mins, ethyl trimethylsilylacetate (0.78 g, 4.88 mmol, Fluka Chem. Co.) was added. After a further 10 mins, 11-(3',5'-bistrifluoromethylbenzyloxy) undeca-4-ene-3-one (1 g, 2.44 mmol) was added and the temperature was allowed to reach room temperature. After conventional work-up and chromatography on silica, ethyl 11-(3... Starting materials: solution, [H-].C(C(C)C)[Al+]CC(C)C (diisobutylaluminum hydride), hexanes, solution, [H-].C(C(C)C)[Al+]CC(C)C (diisobutylaluminum hydride), hexanes, C(C)OC(C(C(=O)OCC)C1=NC=C(N=C1)NC([C@H](CC1CCCC1)C1=CC(=C(C=C1)S(=O)(=O)C)Cl)=O)=O (2(R)-{5-[2-(3-chloro-4-methanesulfonyl-phenyl)-3-cyclopentyl-propionylamino]-pyrazin-2-yl}-malonic acid diethyl ester), O (water), C(C)(=O)OCC (ethyl acetate). Run in O1CCCC1 (tetrahydrofuran). Run at temperature 0 celsius, time 1.25 hour. Yields the product ClC=1C=C(C=CC1S(=O)(=O)C)[C@H](C(=O)NC1=NC=C(N=C1)C(CO)CO)CC1CCCC1 (2(R)-(3-chloro-4-methanesulfonyl-phenyl)-3-cyclopentyl-N-[5-(2-hydroxy-1-hydroxymethyl-ethyl)-pyrazin-2-yl]-propionamide). The yield is 11.3%. RXN SMILES: C([O:3][C:4](=O)[CH:5]([C:11]1[CH:16]=[N:15][C:14]([NH:17][C:18](=[O:37])[C@@H:19]([C:26]2[CH:31]=[CH:30][C:29]([S:32]([CH3:35])(=[O:34])=[O:33])=[C:28]([Cl:36])[CH:27]=2)[CH2:20][CH:21]2[CH2:25][CH2:24][CH2:23][CH2:22]2)=[CH:13][N:12]=1)[C:6](OCC)=[O:7])C.[H-].C([Al+]CC(C)C)C(C)C.O.C(OCC)(=O)C>O1CCCC1>[Cl:36][C:28]1[CH:27]=[C:26]([C@@H:19]([CH2:20][CH:21]2[CH2:25][CH2:24][CH2:23][CH2:22]2)[C:18]([NH:17][C:14]2[CH:13]=[N:12][C:11]([CH:5]([CH2:6][OH:7])[CH2:4][OH:3])=[CH:16][N:15]=2)=[O:37])[CH:31]=[CH:30][C:29]=1[S:32]([CH3:35])(=[O:34])=[O:33] |f:1.2|. Procedure: A solution of 2(R)-{5-[2-(3-chloro-4-methanesulfonyl-phenyl)-3-cyclopentyl-propionylamino]-pyrazin-2-yl}-malonic acid diethyl ester (189 mg, 0.33 mmol) in tetrahydrofuran (5.0 mL) cooled to 0° C. was treated with a 1.0M solution of diisobutylaluminum hydride in hexanes (1.84 mL, 1.84 mmol). The reaction mixture was stirred at 0° C. for 1.25 h and then at 25° C. for 2 h. At this time, the reaction was re-cooled to 0° C. and was treated with an additional amount of a 1.0M solution of diisobutylalu... RXN SMILES: [Cl:1][C:2]1[CH:13]=[CH:12][C:5](/[CH:6]=[CH:7]/[C:8]([O:10][CH3:11])=[O:9])=[C:4]([NH:14]S(C2C=CC=CC=2)(=O)=O)[CH:3]=1.Br.Br[CH2:26][C:27]([C:29]1[N:30]=[CH:31][C:32]2[C:37]([CH:38]=1)=[CH:36][CH:35]=[CH:34][CH:33]=2)=[O:28]>>[CH3:11][O:10][C:8](=[O:9])[CH2:7][C:6]1[C:5]2[C:4](=[CH:3][C:2]([Cl:1])=[CH:13][CH:12]=2)[NH:14][C:26]=1[C:27]([C:29]1[N:30]=[CH:31][C:32]2[C:37]([CH:38]=1)=[CH:36][CH:35]=[CH:34][CH:33]=2)=[O:28] |f:1.2|. Product: COC(CC1=C(NC2=CC(=CC=C12)Cl)C(=O)C=1N=CC2=CC=CC=C2C1)=O (Methyl[6-chloro-2-(isoquinoline-3-carbonyl)-1H-indol-3-yl]acetate). Reactants: ClC1=CC(=C(/C=C/C(=O)OC)C=C1)NS(=O)(=O)C1=CC=CC=C1 (methyl trans-4-chloro-2-(phenylsulfonylamino)cinnamate), Br.BrCC(=O)C=1N=CC2=CC=CC=C2C1 (3-Bromoacetylisoquinoline hydrobromide). Reported procedure: The title compound was prepared according to the procedure described in Example 57 from methyl trans-4-chloro-2-(phenylsulfonylamino)cinnamate (step 1 of Example 8, Method A) and 3-bromoacetylisoquinoline (Preparation is described in Example 220).